Dataset: the Open Reaction Database (ORD), a public repository of structured organic reaction records. Task: describe an organic reaction: reactants, conditions, products, and yield Procedure details: 2-Butenedioic acid (2Z)-sodium salt, polymer with 1,3-butadiene, ethenylbenzene, 2,5-furandione, 2-methyl-1-propene and 2,2′,2″-[1,2,3-propanethyltris(oxymethylene)]tris[oxirane], block (9Cl) Product: O1CC1CCCCCCC=C (1,2-Epoxy-9-decene). Starting materials: 2-Butenedioic acid (2Z)-sodium, O1C(C=CC1=O)=O (2,5-furandione), CC(=C)C (2-methyl-1-propene), C=CC=C (1,3-butadiene), C(=C)C1=CC=CC=C1 (ethenylbenzene), C(C(COCC1OC1)OCC1OC1)OCC1OC1 (2,2′,2″-[1,2,3-propanethyltris(oxymethylene)]tris[oxirane]). As a reaction SMILES: C=CC=C.[CH:5]([C:7]1[CH:12]=[CH:11][CH:10]=[CH:9][CH:8]=1)=[CH2:6].O1[C:17](=[O:18])[CH:16]=CC1=O.CC(C)=C.C(OCC1CO1)C(OCC1CO1)COCC1CO1>>[O:18]1[CH:17]([CH2:8][CH2:9][CH2:10][CH2:11][CH2:12][CH2:7][CH:5]=[CH2:6])[CH2:16]1.